Dataset: the Open Reaction Database (ORD), a public repository of structured organic reaction records. Task: describe an organic reaction: reactants, conditions, products, and yield Product: CC=1C(=CC=C2C=CC=NC12)NC(=S)NCCN (N-(8-methyl-7-quinolinyl)-N'-2-aminoethylthiourea). Solvent: ClCl (Cl2), C(Cl)Cl (CH2Cl2), ClCl (Cl2). Reactants: CC=1C(=CC=C2C=CC=NC12)N=C=S (8-methyl-7-quinolinylisothiocyanate), C(CN)N (ethylene diamine). RXN SMILES: [CH3:1][C:2]1[C:3]([N:12]=[C:13]=[S:14])=[CH:4][CH:5]=[C:6]2[C:11]=1[N:10]=[CH:9][CH:8]=[CH:7]2.[CH2:15]([NH2:18])[CH2:16][NH2:17]>C(Cl)Cl.ClCl>[CH3:1][C:2]1[C:3]([NH:12][C:13]([NH:17][CH2:16][CH2:15][NH2:18])=[S:14])=[CH:4][CH:5]=[C:6]2[C:11]=1[N:10]=[CH:9][CH:8]=[CH:7]2. Reported procedure: A solution of 8-methyl-7-quinolinylisothiocyanate (1.36 g) in CH2Cl2 (50 mL) is added dropwise to ethylene diamine (2.26 mL) in solution in CH2 Cl2 (50 mL). The mixture is stirred for 30 minutes at room temperature then rotary evaporated. The residue is suspended in CH2 Cl2 (50 mL) and ether (50 mL) and filtered. The precipitate is dried in vacuo to afford N-(8-methyl-7-quinolinyl)-N'-2-aminoethylthiourea as a white powder. Conditions: time 30 minute. The reactants are [Cl-], COC(=O)c1cnc(Cl)cn1, [Li+], CN(C)C=O. The product is O=C(O)c1cnc(Cl)cn1. RXN SMILES: [Cl-:13].[Cl:1][c:2]1[n:3][cH:4][c:5]([C:8](=[O:9])[O:10][CH3:11])[n:6][cH:7]1.[Li+:12].[O:14]=[CH:15][N:16]([CH3:17])[CH3:18]>>[Cl:1][c:2]1[n:3][cH:4][c:5]([C:8](=[O:9])[OH:10])[n:6][cH:7]1. Yield: 44.9%. Procedure: Followed the general procedure for the acid mediated deprotection using (2R,3S)-2-((1H-1,2,4-triazol-1-yl)methyl)-3-((Z)-2-((((S)-1-(tert-butoxy)-1-oxopropan-2-yl)oxy)imino)-2-(2-((tert-butoxycarbonyl)amino)thiazol-4-yl)acetamido)-4-oxoazetidine-1-sulfonic acid (23 mg, 0.036 mmol), DCM (357 μL) and TFA (165 μL, 2.14 mmol). The crude residue was purified by reverse phase prep HPLC (XSelect CSH, 19×100 mm, 5 μm, C18 column; ACN-water with 0.1% formic acid modifier, 24 mL/min), affording the title ... Reactants: N1(N=CN=C1)C[C@H]1N(C([C@H]1NC(\C(\C=1N=C(SC1)NC(=O)OC(C)(C)C)=N/O[C@H](C(=O)OC(C)(C)C)C)=O)=O)S(=O)(=O)O ((2R,3S)-2-((1H-1,2,4-triazol-1-yl)methyl)-3-((Z)-2-((((S)-1-(tert-butoxy)-1-oxopropan-2-yl)oxy)imino)-2-(2-((tert-butoxycarbonyl)amino)thiazol-4-yl)acetamido)-4-oxoazetidine-1-sulfonic acid), C(=O)(C(F)(F)F)O (TFA). Solvent: C(Cl)Cl (DCM). RXN SMILES: [N:1]1([CH2:6][C@@H:7]2[C@H:10]([NH:11][C:12](=[O:38])/[C:13](=[N:27]\[O:28][C@@H:29]([CH3:37])[C:30]([O:32]C(C)(C)C)=[O:31])/[C:14]3[N:15]=[C:16]([NH:19]C(OC(C)(C)C)=O)[S:17][CH:18]=3)[C:9](=[O:39])[N:8]2[S:40]([OH:43])(=[O:42])=[O:41])[CH:5]=[N:4][CH:3]=[N:2]1.C(O)(C(F)(F)F)=O>C(Cl)Cl>[N:1]1([CH2:6][C@@H:7]2[C@H:10]([NH:11][C:12](=[O:38])/[C:13](=[N:27]\[O:28][C@@H:29]([CH3:37])[C:30]([OH:32])=[O:31])/[C:14]3[N:15]=[C:16]([NH2:19])[S:17][CH:18]=3)[C:9](=[O:39])[N:8]2[S:40]([OH:43])(=[O:41])=[O:42])[CH:5]=[N:4][CH:3]=[N:2]1. The product is N1(N=CN=C1)C[C@H]1N(C([C@H]1NC(\C(\C=1N=C(SC1)N)=N/O[C@H](C(=O)O)C)=O)=O)S(=O)(=O)O ((S)-2-(((Z)-(2-(((2R,3S)-2-((1H-1,2,4-triazol-1-yl)methyl)-4-oxo-1-sulfoazetidin-3-yl)amino)-1-(2-aminothiazol-4-yl)-2-oxoethylidene)amino)oxy)propanoic acid). The reactants are FC(C(=O)O)(F)F.C(C=C)OC(=O)C1NCC(C1)(F)F (4,4-Difluoro-pyrrolidine-2-carboxylic acid allyl ester trifluoroacetic acid salt). The reagents and catalysts are [O-2].[O-2].[Mn+4] (manganese(IV) dioxide). Solvent: O1CCCC1 (tetrahydrofuran), C(C)(=O)OCC (ethyl acetate). Reaction conditions: temperature 80 celsius. Yields the product C(C=C)OC(=O)C=1NC=C(C1)F (4-fluoro-1H-pyrrole-2-carboxylic acid allyl ester). Isolated yield 88.6%. Reaction SMILES: FC(F)(F)C(O)=O.[CH2:8]([O:11][C:12]([CH:14]1[CH2:18][C:17](F)([F:19])[CH2:16][NH:15]1)=[O:13])[CH:9]=[CH2:10]>O1CCCC1.C(OCC)(=O)C.[O-2].[O-2].[Mn+4]>[CH2:8]([O:11][C:12]([C:14]1[NH:15][CH:16]=[C:17]([F:19])[CH:18]=1)=[O:13])[CH:9]=[CH2:10] |f:0.1,4.5.6|. Procedure details: To a solution of 4,4-Difluoro-pyrrolidine-2-carboxylic acid allyl ester trifluoroacetic acid salt (Example 14d, 6.13 g, 20.08 mmol) in anhydrous tetrahydrofuran (300 mL) was added manganese(IV) dioxide and the reaction mixture was heated at 80° C. for 4 h. The mixture was filtered over Celite, and was washed with hot and then cold tetrahydrofuran. The filtrate was concentrated in vacuo to give a dark orange oil. The oil was dissolved in ethyl acetate and the organic layer was washed with saturat... Starting materials: C1(CCCCC1)C1=CC=C(OC[C@@H]2CN=C(O2)N)C=C1 ((S)-5-(4-cyclohexyl-phenoxymethyl)-4,5-dihydro-oxazol-2-ylamine), C(C)OC(C#CCCO)=O (5-hydroxy-pent-2-ynoic acid ethyl ester). Run in CS(=O)C (DMSO). Product: C1(CCCCC1)C1=CC=C(OC[C@@H]2CN3C(=NC(C=C3CCO)=O)O2)C=C1 ((S)-2-(4-Cyclohexyl-phenoxymethyl)-5-(2-hydroxy-ethyl) -2,3-dihydro-oxazolo[3,2-a]pyrimidin-7-one). Reaction SMILES: [CH:1]1([C:7]2[CH:20]=[CH:19][C:10]([O:11][CH2:12][C@H:13]3[O:17][C:16]([NH2:18])=[N:15][CH2:14]3)=[CH:9][CH:8]=2)[CH2:6][CH2:5][CH2:4][CH2:3][CH2:2]1.C([O:23][C:24](=O)[C:25]#[C:26][CH2:27][CH2:28][OH:29])C>CS(C)=O>[CH:1]1([C:7]2[CH:20]=[CH:19][C:10]([O:11][CH2:12][C@H:13]3[O:17][C:16]4=[N:18][C:24](=[O:23])[CH:25]=[C:26]([CH2:27][CH2:28][OH:29])[N:15]4[CH2:14]3)=[CH:9][CH:8]=2)[CH2:2][CH2:3][CH2:4][CH2:5][CH2:6]1. Reported procedure: The title compound was prepared from (S)-5-(4-cyclohexyl-phenoxymethyl)-4,5-dihydro-oxazol-2-ylamine and 5-hydroxy-pent-2-ynoic acid ethyl ester employing the procedure described in Example 105. [αa]D25 +6.40 (c 0.5, DMSO).